Dataset: the Open Reaction Database (ORD), a public repository of structured organic reaction records. Task: describe an organic reaction: reactants, conditions, products, and yield The reactants are C(C)OC(=O)C1CCN(CC1)CCOC=1C=C2C=C(NC2=CC1)C=1C(NC2=CC=CC=C2C1)=O (1-(2-{[2-(2-oxo-1,2-dihydro-3-quinolinyl)-1H-indol-5-yl]oxy}ethyl)-4-piperidinecarboxylic acid ethyl ester), [OH-].[Na+] (NaOH). Solvent: CO (MeOH). Reaction conditions: temperature 50 celsius. The product is O=C1NC2=CC=CC=C2C=C1C=1NC2=CC=C(C=C2C1)OCCN1CCC(CC1)C(=O)O (1-(2-{[2-(2-oxo-1,2-dihydro-3-quinolinyl)-1H-indol-5-yl]oxy}ethyl)-4-piperidinecarboxylic acid). Reaction SMILES: C([O:3][C:4]([CH:6]1[CH2:11][CH2:10][N:9]([CH2:12][CH2:13][O:14][C:15]2[CH:16]=[C:17]3[C:21](=[CH:22][CH:23]=2)[NH:20][C:19]([C:24]2[C:25](=[O:34])[NH:26][C:27]4[C:32]([CH:33]=2)=[CH:31][CH:30]=[CH:29][CH:28]=4)=[CH:18]3)[CH2:8][CH2:7]1)=[O:5])C.[OH-].[Na+]>CO>[O:34]=[C:25]1[C:24]([C:19]2[NH:20][C:21]3[C:17]([CH:18]=2)=[CH:16][C:15]([O:14][CH2:13][CH2:12][N:9]2[CH2:8][CH2:7][CH:6]([C:4]([OH:5])=[O:3])[CH2:11][CH2:10]2)=[CH:23][CH:22]=3)=[CH:33][C:32]2[C:27](=[CH:28][CH:29]=[CH:30][CH:31]=2)[NH:26]1 |f:1.2|. Procedure details: 1-(2-{[2-(2-oxo-1,2-dihydro-3-quinolinyl)-1H-indol-5-yl]oxy}ethyl)-4-piperidinecarboxylic acid ethyl ester (4-1, 138 mg, 0.30 mmol, 1 equiv) was dissolved in MeOH (20 mL). 1 N NaOH (6 mL, 20 equiv) was added and the solution warmed at 50° C. for 5 h. The reaction was concentrated, and the residue was suspended in 4 mL of water. This suspension was neutralized with 1 N HCl to provide 1-(2-{[2-(2-oxo-1,2-dihydro-3-quinolinyl)-1H-indol-5-yl]oxy}ethyl)4-piperidinecarboxylic acid (4-2) as a yellow so... The reactants are [N+](=O)([O-])C1=CC=C(C=C1)CNS(=O)(=O)C (N-[(4-nitrophenyl)methyl]methanesulfonamide), Cl (HCl). Reagents/catalysts: [Pd] (palladium on carbon). The solvent is O (water), C(C)O (ethanol). Yields the product NC1=CC=C(C=C1)CNS(=O)(=O)C (N-[(4-aminophenyl)methyl]-methanesulfonamide). The yield is 79.5%. As a reaction SMILES: [N+:1]([C:4]1[CH:9]=[CH:8][C:7]([CH2:10][NH:11][S:12]([CH3:15])(=[O:14])=[O:13])=[CH:6][CH:5]=1)([O-])=O.Cl>O.C(O)C.[Pd]>[NH2:1][C:4]1[CH:9]=[CH:8][C:7]([CH2:10][NH:11][S:12]([CH3:15])(=[O:14])=[O:13])=[CH:6][CH:5]=1. Reported procedure: To a suspension of 25.9 g (113 mmol, 1.0 equiv.) of N-[(4-nitrophenyl)methyl]methanesulfonamide in 113 mL of 1N HCl (113 mmol, 1.0 equiv.), 113 mL of water and 225 mL of ethanol was added 5.18 g of 10% palladium on carbon. This mixture was hydrogenated in a Parr apparatus at 60 psi for sixteen hours. The mixture was filtered through Celite. The ethanol was removed in vacuo and the pH adjusted to 9, at which point the product had precipitated. The precipitate was isolated by filtration and dried ... The reactants are BrC1=CC=C2C(CC(OC2=C1)(C)C)=O (7-bromo-2,2-dimethyl-chroman-4-one), BrC1=CC=C2C(CC(OC2=C1)(C)C)=O (7-bromo-2,2-dimethyl-chroman-4-one), C(C)(C)(C)[Mg]Cl (t-butylmagnesium chloride). Yields the product BrC1=CC=C2C(=CC(OC2=C1)(C)C)C(C)(C)C (7-Bromo-4-t-butyl-2,2-dimethyl-2H-chromene). Reaction SMILES: [Br:1][C:2]1[CH:11]=[C:10]2[C:5]([C:6](=O)[CH2:7][C:8]([CH3:13])([CH3:12])[O:9]2)=[CH:4][CH:3]=1.[C:15]([Mg]Cl)([CH3:18])([CH3:17])[CH3:16]>>[Br:1][C:2]1[CH:11]=[C:10]2[C:5]([C:6]([C:15]([CH3:18])([CH3:17])[CH3:16])=[CH:7][C:8]([CH3:13])([CH3:12])[O:9]2)=[CH:4][CH:3]=1. Procedure: 7-bromo-2,2-dimethyl-chroman-4-one (Compound 65, 1.8 g, 7 mmol) was treated by the procedure described immediately above (using t-butylmagnesium chloride) to produce the title compound as a clear oil: (500 mg, 25%). Starting materials: BrCC (bromoethane), OC1=C(C(=O)O)C=CC(=C1)[N+](=O)[O-] (2-hydroxy-4-nitro-benzoic acid), C([O-])([O-])=O.[K+].[K+] (potassium carbonate), Cl (hydrochloric acid), S(=O)(Cl)Cl (thionyl chloride), OC1=C(C(=O)OC)C=CC(=C1)[N+](=O)[O-] (methyl 2-hydroxy-4-nitro-benzoate), methyl ester. Solvent: CO (MeOH), O (water), CN(C)C=O (DMF). Run at temperature 50 celsius, time 2 hour. Product: C(C)OC1=C(C(=O)OC)C=CC(=C1)[N+](=O)[O-] (methyl 2-ethoxy-4-nitro-benzoate). Yield: 26.2%. RXN SMILES: O[C:2]1C=C([N+]([O-])=O)C=C[C:3]=1C(O)=O.S(Cl)(Cl)=O.[OH:18][C:19]1[CH:28]=[C:27]([N+:29]([O-:31])=[O:30])[CH:26]=[CH:25][C:20]=1[C:21]([O:23][CH3:24])=[O:22].C(=O)([O-])[O-].[K+].[K+].BrCC.Cl>CO.CN(C=O)C.O>[CH2:2]([O:18][C:19]1[CH:28]=[C:27]([N+:29]([O-:31])=[O:30])[CH:26]=[CH:25][C:20]=1[C:21]([O:23][CH3:24])=[O:22])[CH3:3] |f:3.4.5|. Procedure details: 4.05 g (21.7 mmol, 1 eq) 2-hydroxy-4-nitro-benzoic acid are dissolved in 40 mL MeOH and 1.8 mL (24.8 mmol, 1.14 eq) thionyl chloride are slowly added dropwise. The mixture is refluxed for 2 h at 50° C. and stirred for another 2 h. After cooling the volatile constituents are eliminated in vacuo and 4.36 g of the crude methyl 2-hydroxy-4-nitro-benzoate are obtained, which are reacted without further purification. 1 g (5.1 mmol, 1 eq) of the methyl ester are dissolved in 25 mL DMF, 2.1 g (15.3 mmol... Starting materials: CC1(C)Cc2cccc(S(N)(=O)=O)c2O1, CN=C=O, C1=NCCCN2CCCCC12, [Na+], [Na+], O=C([O-])[O-], C1COCCO1, O. Product: CNC(=O)NS(=O)(=O)c1cccc2c1OC(C)(C)C2. Reaction SMILES: [CH3:12][C:13]1([CH3:26])[CH2:14][c:15]2[c:16]([c:18]([S:22]([NH2:23])(=[O:24])=[O:25])[cH:19][cH:20][cH:21]2)[O:17]1.[CH3:27][N:28]=[C:29]=[O:30].[N:1]12[CH2:2][CH2:3][CH2:4][CH2:5][CH:6]1[CH:7]=[N:8][CH2:9][CH2:10][CH2:11]2.[Na+:31].[Na+:32].[O-:33][C:34](=[O:35])[O-:36].[O:37]1[CH2:38][CH2:39][O:40][CH2:41][CH2:42]1.[OH2:43]>>[CH3:12][C:13]1([CH3:26])[CH2:14][c:15]2[c:16]([c:18]([S:22]([NH:23][C:29]([NH:28][CH3:27])=[O:30])(=[O:24])=[O:25])[cH:19][cH:20][cH:21]2)[O:17]1. The reactants are S(=O)(=O)([O-])[O-].[Na+].[Na+] (sodium sulfate), FC1=C(C=CC(=C1)F)C(C#CC)=O (1-(2,4-Difluorophenyl)but-2-yn-1-one), FC1=C(C=CC(=C1)F)C(C#CC)=O (1-(2,4-Difluorophenyl)but-2-yn-1-one), N1=CC=CC=C1 (pyridine), Cl.CON (O-methylhydroxylamine hydrochloride). The solvent is O (water), CO (MeOH). Run at time 2 minute. Yields the product CO\N=C(/C#CC)\C1=C(C=C(C=C1)F)F ((E)-1-(2,4-Difluorophenyl)but-2-yn-1-one O-methyl Oxime). RXN SMILES: [F:1][C:2]1[CH:7]=[C:6]([F:8])[CH:5]=[CH:4][C:3]=1[C:9](=O)[C:10]#[C:11][CH3:12].N1C=CC=CC=1.Cl.[CH3:21][O:22][NH2:23].S([O-])([O-])(=O)=O.[Na+].[Na+]>CO.O>[CH3:21][O:22]/[N:23]=[C:9](/[C:3]1[CH:4]=[CH:5][C:6]([F:8])=[CH:7][C:2]=1[F:1])\[C:10]#[C:11][CH3:12] |f:2.3,4.5.6|. Reported procedure: 1-(2,4-Difluorophenyl)but-2-yn-1-one (3.95 g, 21.93 mmol, prepared as described in WO 2000008002, Intermediate #39) was dissolved in MeOH (60 mL) then pyridine (6 mL) and O-methylhydroxylamine hydrochloride (3.66 g, 43.9 mmol) were added. The mixture was stirred for about 2 min until a solution was obtained then sodium sulfate (6.23 g, 43.9 mmol) was added. The mixture was stirred overnight at ambient temperature then the mixture was diluted with water (150 mL) and extracted with ethyl acetate (... Starting materials: S(O)(O)(=O)=O (sulfuric acid), CO (methanol), [BH4-].[Na+] (sodium borohydride), COC1=CC=CC2=C1CC(O2)=O (4-methoxy-3H-benzofuran-2-one), C(C)(=O)OC(C)C (isopropyl acetate). The solvent is COCCOC (ethyleneglycol dimethyl ether), COCCOC (ethyleneglycol dimethyl ether), O (water). Run at time 30 minute. Product: OC1=C(C(=CC=C1)OC)CCO (2-(2-hydroxy-6-methoxyphenyl)ethanol). The yield is 28.3%. RXN SMILES: [BH4-].[Na+].[CH3:3][O:4][C:5]1[C:10]2[CH2:11][C:12](=[O:14])[O:13][C:9]=2[CH:8]=[CH:7][CH:6]=1.S(=O)(=O)(O)O.CO.C(OC(C)C)(=O)C>COCCOC.O>[OH:13][C:9]1[CH:8]=[CH:7][CH:6]=[C:5]([O:4][CH3:3])[C:10]=1[CH2:11][CH2:12][OH:14] |f:0.1|. Reported procedure: 7.18 g (189 mmol) of sodium borohydride was added to a solution of 10.76 g (65.5 mmol) of 4-methoxy-3H-benzofuran-2-one in 150 mL of ethyleneglycol dimethyl ether and stirred. While cooled on an ice-water bath, a solution of 5.25 mL (9.66 g, 94.5 mmol) of concentrated sulfuric acid in 21 mL of ethyleneglycol dimethyl ether was added dropwise thereto over 30 minutes. This mixture was heated and stirred on a 50° C. water bath for 49 minutes and then, while being stirred on an ice-water bath, 32 mL... Reactants: COc1ccc(Cl)cc1C1(F)C(=O)N(COC(=O)CCc2nnnn2COCC[Si](C)(C)C)c2cc(C(F)(F)F)ccc21, CC#N, F. The product is COc1ccc(Cl)cc1C1(F)C(=O)N(COC(=O)CCc2nnn[nH]2)c2cc(C(F)(F)F)ccc21. RXN SMILES: [CH3:1][Si:2]([CH3:3])([CH3:4])[CH2:5][CH2:6][O:42][CH2:43][n:7]1[n:8][n:9][n:10][c:11]1[CH2:12][CH2:13][C:14](=[O:15])[O:16][CH2:17][N:18]1[C:19](=[O:41])[C:20]([F:31])([c:32]2[c:33]([O:39][CH3:40])[cH:34][cH:35][c:36]([Cl:38])[cH:37]2)[c:21]2[cH:22][cH:23][c:24]([C:27]([F:28])([F:29])[F:30])[cH:25][c:26]21.[CH3:45][C:46]#[N:47].[FH:44]>>[n:7]1[n:8][n:9][nH:10][c:11]1[CH2:12][CH2:13][C:14](=[O:15])[O:16][CH2:17][N:18]1[C:19](=[O:41])[C:20]([F:31])([c:32]2[c:33]([O:39][CH3:40])[cH:34][cH:35][c:36]([Cl:38])[cH:37]2)[c:21]2[cH:22][cH:23][c:24]([C:27]([F:28])([F:29])[F:30])[cH:25][c:26]21. Reactants: BrC=1C(=NC=C(C(=O)NC2=CC=C(C=C2)OC(F)(F)F)C1)N1CC(CC1)C(C)(C)O (5-bromo-6-(3-(2-hydroxypropan-2-yl)pyrrolidin-1-yl)-N-(4-(trifluoromethoxy)phenyl)nicotinamide), CC1=CC=C(C=N1)B(O)O ((6-methylpyridin-3-yl)boronic acid). Procedure: The title compound was prepared in an analogous fashion to that described in Example 113 using 5-bromo-6-(3-(2-hydroxypropan-2-yl)pyrrolidin-1-yl)-N-(4-(trifluoromethoxy)phenyl)nicotinamide (Stage 113.1) and (6-methylpyridin-3-yl)boronic acid to afford an off-white amorphous solid. HPLC (Condition 4) tR=4.38 min, UPLC-MS (Condition 7) m/z=501.2 [M+H]+; 1H-NMR (400 MHz, DMSO-d6) δ ppm 1.00 (d, J=16.03 Hz, 6H) 1.55-1.80 (m, 2H) 1.95-2.12 (m, 1H) 2.48 (s, 3H) 2.99-3.20 (m, 3H) 3.22-3.35 (m, 1H) 4.2... Reaction SMILES: Br[C:2]1[C:3]([N:22]2[CH2:26][CH2:25][CH:24]([C:27]([OH:30])([CH3:29])[CH3:28])[CH2:23]2)=[N:4][CH:5]=[C:6]([CH:21]=1)[C:7]([NH:9][C:10]1[CH:15]=[CH:14][C:13]([O:16][C:17]([F:20])([F:19])[F:18])=[CH:12][CH:11]=1)=[O:8].[CH3:31][C:32]1[N:37]=[CH:36][C:35](B(O)O)=[CH:34][CH:33]=1>>[OH:30][C:27]([CH:24]1[CH2:25][CH2:26][N:22]([C:3]2[C:2]([C:35]3[CH:36]=[N:37][C:32]([CH3:31])=[CH:33][CH:34]=3)=[CH:21][C:6]([C:7]([NH:9][C:10]3[CH:15]=[CH:14][C:13]([O:16][C:17]([F:20])([F:19])[F:18])=[CH:12][CH:11]=3)=[O:8])=[CH:5][N:4]=2)[CH2:23]1)([CH3:29])[CH3:28]. The product is OC(C)(C)C1CN(CC1)C1=NC=C(C=C1C=1C=NC(=CC1)C)C(=O)NC1=CC=C(C=C1)OC(F)(F)F (2-(3-(2-Hydroxypropan-2-yl)pyrrolidin-1-yl)-6′-methyl-N-(4-(trifluoromethoxy)phenyl)-[3,3′-bipyridine]-5-carboxamide).